This data is from the Open Reaction Database (ORD), a public repository of structured organic reaction records. The task is: describe an organic reaction: reactants, conditions, products, and yield Reactants: N(=O)[O-].[Na+] (Sodium nitrite), NC=1C(=NC=CC1)C (3-amino-2-picoline), F[B-](F)(F)F.[H+] (fluoroboric acid), [OH-].[Na+] (NaOH). Reaction conditions: time 2 hour. Yields the product CC1=[N+](C=CC=C1F)[O-] (2-methyl-3-fluoropyridine-N-oxide). Reaction SMILES: [N:1]([O-:3])=O.[Na+].N[C:6]1[C:7]([CH3:12])=N[CH:9]=[CH:10][CH:11]=1.[OH-].[Na+].[F:15][B-](F)(F)F.[H+]>>[CH3:12][C:7]1[C:6]([F:15])=[CH:11][CH:10]=[CH:9][N+:1]=1[O-:3] |f:0.1,3.4,5.6|. Reported procedure: Sodium nitrite (15.3 g) was added to a stirred solution of 3-amino-2-picoline (20 g) in 40% fluoroboric acid (215 ml) at -5° to -10°. The mixture was stirred for 2 hours at -10° followed by a further 2 hours at room temperature, after which time, the solution was basified (NaOH) and extracted with dichloromethane. The extracts were back-washed with water (pH 6 HCl) to remove some unreacted amine and, after drying (K2CO3), m-chloroperbenzoic acid (35.7 g) was added and the mixture allowed to stan...